The task is: describe an organic reaction: reactants, conditions, products, and yield. This data is from the Open Reaction Database (ORD), a public repository of structured organic reaction records. Reaction SMILES: [CH3:37][N:38]1[CH2:39][CH2:40][CH2:41][C:42]1=[O:43].[CH3:44][OH:45].[CH:28]([N:29]([CH2:30][CH3:31])[CH:32]([CH3:33])[CH3:34])([CH3:35])[CH3:36].[F:19][c:20]1[cH:21][cH:22][c:23]([C:24]#[N:25])[cH:26][cH:27]1.[OH:1][CH:2]1[CH2:3][CH2:4][CH:5]([N:8]2[C:9](=[O:18])[C:10]3([CH2:11][CH2:12]2)[CH2:13][CH2:14][NH:15][CH2:16][CH2:17]3)[CH2:6][CH2:7]1>>[OH:1][CH:2]1[CH2:3][CH2:4][CH:5]([N:8]2[C:9](=[O:18])[C:10]3([CH2:11][CH2:12]2)[CH2:13][CH2:14][N:15]([c:20]2[cH:21][cH:22][c:23]([C:24]#[N:25])[cH:26][cH:27]2)[CH2:16][CH2:17]3)[CH2:6][CH2:7]1. Reactants: CN1CCCC1=O, CO, CCN(C(C)C)C(C)C, N#Cc1ccc(F)cc1, O=C1N(C2CCC(O)CC2)CCC12CCNCC2. The product is N#Cc1ccc(N2CCC3(CC2)CCN(C2CCC(O)CC2)C3=O)cc1. Starting materials: O=[N+]([O-])c1ccc(Cl)cc1CBr, CCCC[N+](CCCC)(CCCC)CCCC, CCOC(=O)c1cc(C)c[nH]1, ClCCl, [Na+], [OH-], [OH-]. Yields the product CCOC(=O)c1cc(C)cn1Cc1cc(Cl)ccc1[N+](=O)[O-]. Reaction SMILES: [Br:1][CH2:2][c:3]1[c:4]([N+:10](=[O:11])[O-:12])[cH:5][cH:6][c:7]([Cl:9])[cH:8]1.[CH2:25]([N+:26]([CH2:27][CH2:28][CH2:29][CH3:30])([CH2:31][CH2:32][CH2:33][CH3:34])[CH2:35][CH2:36][CH2:37][CH3:38])[CH2:39][CH2:40][CH3:41].[CH3:13][c:14]1[cH:15][c:16]([C:19](=[O:20])[O:21][CH2:22][CH3:23])[nH:17][cH:18]1.[Cl:44][CH2:45][Cl:46].[Na+:43].[OH-:24].[OH-:42]>>[CH2:2]([c:3]1[c:4]([N+:10](=[O:11])[O-:12])[cH:5][cH:6][c:7]([Cl:9])[cH:8]1)[n:17]1[c:16]([C:19](=[O:20])[O:21][CH2:22][CH3:23])[cH:15][c:14]([CH3:13])[cH:18]1. Reactants: N1(CCNCC1)C(=O)OC(C)(C)C (tert-Butyl piperazine-1-carboxylate), BrCC(=O)C1=CC=C(C=C1)F (2-bromo-1-(4-fluorophenyl)ethanone). Solvent: CN(C)C=O (DMF). Conditions: time 10 minute. The product is FC1=CC=C(C=C1)C(CN1CCN(CC1)C(=O)OC(C)(C)C)=O (tert-Butyl 4-(2-(4-Fluorophenyl)-2-oxoethyl)piperazine-1-carboxylate). Yield: 40.5%. Reaction SMILES: [N:1]1([C:7]([O:9][C:10]([CH3:13])([CH3:12])[CH3:11])=[O:8])[CH2:6][CH2:5][NH:4][CH2:3][CH2:2]1.Br[CH2:15][C:16]([C:18]1[CH:23]=[CH:22][C:21]([F:24])=[CH:20][CH:19]=1)=[O:17]>CN(C=O)C>[F:24][C:21]1[CH:22]=[CH:23][C:18]([C:16](=[O:17])[CH2:15][N:4]2[CH2:5][CH2:6][N:1]([C:7]([O:9][C:10]([CH3:13])([CH3:12])[CH3:11])=[O:8])[CH2:2][CH2:3]2)=[CH:19][CH:20]=1. Reported procedure: tert-Butyl piperazine-1-carboxylate (5.00 g, 26.8 mmol) and 2-bromo-1-(4-fluorophenyl)ethanone (6.99 g, 32.2 mmol) were dissolved in DMF (5 mL) and stirred for 10 min at room temperature. The crude material was purified by column chromatography eluting with a mixture of DCM and MeOH to afford the title compound (3.50 g) as an oil. 1H NMR (Acetonitrile-d3, 400 MHz) δ 1.42 (s, 9H) 2.47 (t, J=5.0 Hz, 4H), 3.36 (t, J=5.0 Hz, 4H), 3.77 (s, 2H), 7.20 (t, J=8.8, 2H), 8.07 (td, J=2.0, 8.8 Hz, 2H). Exact... Starting materials: FC1=C(C=CC(=C1)F)N1C=C(C(C2=CC(=C(C(=C12)F)F)F)=O)C(=O)O (1-(2,4-Difluorophenyl)-6,7,8-trifluoro-1,4-dihydro-4-oxoquinoline-3-carboxylic acid), Br.Br.C1=2CNCC2CNC1 (3,7-diazabicyclo [3.3.0] oct-1(5)-ene dihydrobromide), N12CCCCCC2=NCCC1 (1,8-diazabicyclo [5.4.0] undec-7-ene). The solvent is C(C)#N (acetonitrile). Conditions: time 8 hour. Yields the product C1=2CN(CC2CNC1)C1=C(C=C2C(C(=CN(C2=C1F)C1=C(C=C(C=C1)F)F)C(=O)O)=O)F (7-[3,7-diazabicyclo [3.3.0] oct-1(5)-en-3-yl]-1-(2,4-difluorophenyl)-6,8-difluoro-1,4-dihydro-4-oxoquinoline-3-carboxylic acid). Isolated yield 74.5%. As a reaction SMILES: [F:1][C:2]1[CH:7]=[C:6]([F:8])[CH:5]=[CH:4][C:3]=1[N:9]1[C:18]2[C:13](=[CH:14][C:15]([F:21])=[C:16](F)[C:17]=2[F:19])[C:12](=[O:22])[C:11]([C:23]([OH:25])=[O:24])=[CH:10]1.Br.Br.[C:28]12[CH2:35][NH:34][CH2:33][C:32]=1[CH2:31][NH:30][CH2:29]2.N12CCCN=C1CCCCC2>C(#N)C>[C:28]12[CH2:35][NH:34][CH2:33][C:32]=1[CH2:31][N:30]([C:7]1[C:2]([F:1])=[C:3]3[C:4]([C:12](=[O:22])[C:11]([C:23]([OH:25])=[O:24])=[CH:10][N:9]3[C:18]3[CH:13]=[CH:14][C:15]([F:21])=[CH:16][C:17]=3[F:19])=[CH:5][C:6]=1[F:8])[CH2:29]2 |f:1.2.3|. Reported procedure: 1-(2,4-Difluorophenyl)-6,7,8-trifluoro-1,4-dihydro-4-oxoquinoline-3-carboxylic acid (1.07 g), 3,7-diazabicyclo [3.3.0] oct-1(5)-ene dihydrobromide (1 g) and 1,8-diazabicyclo [5.4.0] undec-7-ene (DBU, 2 ml) were dissolved in acetonitrile (30 ml) and refluxed for 7 hours. The reaction mixture was kept overnight at room temperature and the produced precipitate was filtered and then suspended in methanol (10 ml) and sonicated for 30 minutes. The insoluble product was collected by filtration to give ... Starting materials: C(=O)(O)[O-].[Na+] (NaHCO3), BrCCOC1=CC2=C(C(=NS2)C2=CC=C(C=C2)Br)C=C1 (6-(2-Bromo-ethoxy)-3-(4-bromo-phenyl)-benzo[d]isothiazole), CNC (N,N-dimethylamine). Run in CCOCC (ether), CC(=O)N(C)C (DMA), C(C)O (ethanol). Product: BrC1=CC=C(C=C1)C1=NSC2=C1C=CC(=C2)OCCN(C)C ([2-[3-(4-Bromo-phenyl)-benzo[d]isothiazol-6-yloxy]-ethyl]-dimethyl-amine). Isolated yield 92.8%. Reaction SMILES: Br[CH2:2][CH2:3][O:4][C:5]1[CH:20]=[CH:19][C:8]2[C:9]([C:12]3[CH:17]=[CH:16][C:15]([Br:18])=[CH:14][CH:13]=3)=[N:10][S:11][C:7]=2[CH:6]=1.[CH3:21][NH:22][CH3:23].C([O-])(O)=O.[Na+]>CC(N(C)C)=O.C(O)C.CCOCC>[Br:18][C:15]1[CH:16]=[CH:17][C:12]([C:9]2[C:8]3[CH:19]=[CH:20][C:5]([O:4][CH2:3][CH2:2][N:22]([CH3:23])[CH3:21])=[CH:6][C:7]=3[S:11][N:10]=2)=[CH:13][CH:14]=1 |f:2.3|. Procedure: 75 mg (0.18 mmol) 6-(2-Bromo-ethoxy)-3-(4-bromo-phenyl)-benzo[d]isothiazole in 2.5 ml DMA were treated with 98 μl (0.54 mmol, 3 eq) 5.6 M N,N-dimethylamine in ethanol for 35 h at RT. The solution was diluted with ether and a saturated aqueous solution of NaHCO3. The inorganic phase was extracted with ether, the combined organic phases were washed with brine and dried over Na2SO4. Column chromatography on silica gel with CH2Cl2:MeOH 8:1 yielded 63 mg (92%) [2-[3-(4-Bromo-phenyl)-benzo[d]isothiazo...